This data is from the Open Reaction Database (ORD), a public repository of structured organic reaction records. The task is: describe an organic reaction: reactants, conditions, products, and yield The reactants are CC1C2C(=O)N(Cc3ccccc3)C(=O)C2C(c2ccc(Br)cc2)N1C, N#C[Cu], CN(C)C=O. The product is CC1C2C(=O)N(Cc3ccccc3)C(=O)C2C(c2ccc(C#N)cc2)N1C. As a reaction SMILES: [CH2:1]([c:2]1[cH:3][cH:4][cH:5][cH:6][cH:7]1)[N:8]1[C:9](=[O:26])[CH:10]2[CH:11]([CH3:25])[N:12]([CH3:24])[CH:13]([c:17]3[cH:18][cH:19][c:20]([Br:23])[cH:21][cH:22]3)[CH:14]2[C:15]1=[O:16].[Cu:27][C:28]#[N:29].[O:30]=[CH:31][N:32]([CH3:33])[CH3:34]>>[CH2:1]([c:2]1[cH:3][cH:4][cH:5][cH:6][cH:7]1)[N:8]1[C:9](=[O:26])[CH:10]2[CH:11]([CH3:25])[N:12]([CH3:24])[CH:13]([c:17]3[cH:18][cH:19][c:20]([C:28]#[N:29])[cH:21][cH:22]3)[CH:14]2[C:15]1=[O:16]. Reaction SMILES: [OH-].[Li+].C[O:4][C:5]([C:7]1[CH:8]=[CH:9][N:10]2[C:15]=1[C:14](=[O:16])[N:13]([CH2:17][C:18]1[CH:23]=[CH:22][CH:21]=[CH:20][CH:19]=1)[C:12]([CH:24]([N:27]([CH2:37][CH2:38][CH2:39][NH:40][C:41]([O:43][C:44]([CH3:47])([CH3:46])[CH3:45])=[O:42])[C:28](=[O:36])[C:29]1[CH:34]=[CH:33][C:32]([CH3:35])=[CH:31][CH:30]=1)[CH2:25][CH3:26])=[N:11]2)=[O:6]>CO.C1COCC1>[CH2:17]([N:13]1[C:14](=[O:16])[C:15]2=[C:7]([C:5]([OH:6])=[O:4])[CH:8]=[CH:9][N:10]2[N:11]=[C:12]1[CH:24]([N:27]([CH2:37][CH2:38][CH2:39][NH:40][C:41]([O:43][C:44]([CH3:45])([CH3:47])[CH3:46])=[O:42])[C:28](=[O:36])[C:29]1[CH:30]=[CH:31][C:32]([CH3:35])=[CH:33][CH:34]=1)[CH2:25][CH3:26])[C:18]1[CH:23]=[CH:22][CH:21]=[CH:20][CH:19]=1 |f:0.1,3.4|. Reactants: [OH-].[Li+] (lithium hydroxide), COC(=O)C=1C=CN2N=C(N(C(C21)=O)CC2=CC=CC=C2)C(CC)N(C(C2=CC=C(C=C2)C)=O)CCCNC(=O)OC(C)(C)C (3-benzyl-2-{1-[(3-tert-butoxycarbonylamino-propyl)-(4-methyl-benzoyl)-amino]-propyl}-4-oxo-3,4-dihydro-pyrrolo[2,1-f][1,2,4]triazine-5-carboxylic acid methyl ester). Run at time 4 hour. Solvent: CO.C1CCOC1 (MeOH THF). Yields the product C(C1=CC=CC=C1)N1C(=NN2C(C1=O)=C(C=C2)C(=O)O)C(CC)N(C(C2=CC=C(C=C2)C)=O)CCCNC(=O)OC(C)(C)C ((±)-3-Benzyl-2-{1-[(3-tert-butoxycarbonylamino-propyl)-(4-methyl-benzoyl)-amino]-propyl}-4-oxo-3,4-dihydro-pyrrolo[2,1-f][1,2,4]triazine-5-carboxylic acid). Reported procedure: A mixture of lithium hydroxide (2 N, 0.122 mL, 0.24 mmol) and 3-benzyl-2-{1-[(3-tert-butoxycarbonylamino-propyl)-(4-methyl-benzoyl)-amino]-propyl}-4-oxo-3,4-dihydro-pyrrolo[2,1-f][1,2,4]triazine-5-carboxylic acid methyl ester, (Example 20 I, 0.003 g, 0.0049 mmol) in MeOH/THF (1:1, 0.20 mL) at 0° C. was stirred for 4 h. The reaction mixture was quenched with 1 N HCl (5 mL), extracted with EtOAc (3×10 ml), the combined organic extracts dried (Na2SO4), filtered and concentrated in vacuo to give the... The reactants are [Na+].[Br-] (NaBr), ClN1C(N(C(N(C1=O)Cl)=O)Cl)=O (Trichloroisocyanuric acid), C(=O)(O)[O-].[Na+] (NaHCO3), OCC1N(CCOC1)C(=O)OC(C)(C)C (tert-butyl 3-(hydroxymethyl)morpholine-4-carboxylate). Reagents/catalysts: CC1(CCCC(N1[O])(C)C)C (TEMPO). Solvent: CC(C)O (2-Propanol), CC(=O)C (acetone). Run at time 30 minute. The product is C(C)(C)(C)OC(=O)N1C(COCC1)C(=O)O (4-(tert-Butoxycarbonyl)morpholine-3-carboxylic acid). RXN SMILES: C([O-])(O)=[O:2].[Na+].[OH:6][CH2:7][CH:8]1[CH2:13][O:12][CH2:11][CH2:10][N:9]1[C:14]([O:16][C:17]([CH3:20])([CH3:19])[CH3:18])=[O:15].[Na+].[Br-].ClN1C(=O)N(Cl)C(=O)N(Cl)C1=O>CC(C)=O.CC1(C)N([O])C(C)(C)CCC1.CC(O)C>[C:17]([O:16][C:14]([N:9]1[CH2:10][CH2:11][O:12][CH2:13][CH:8]1[C:7]([OH:2])=[O:6])=[O:15])([CH3:20])([CH3:19])[CH3:18] |f:0.1,3.4,^1:42|. Procedure: Saturated aqueous NaHCO3 (15 mL) was added to a stirred solution of tert-butyl 3-(hydroxymethyl)morpholine-4-carboxylate (1.09 g, 5.0 mmol) (Organic and Bio-Organic Chemistry (1972-1999); (1985); 2577-2580, WO 2006/114606 and US 2010/210640) in acetone (50 mL) at 0° C. Solid NaBr (0.1 g, 1 mmol) and TEMPO (0.015 g, 0.1 mmol) were added. Trichloroisocyanuric acid (2.32 g, 10.0 mmol) was then added for 20 min at 0° C. After addition, the reaction mixture was allowed to room temperature (RT) and fu... Starting materials: C12C(C(C(CC1)C2)=O)=O (bicyclo[2.2.1]heptan-2,3-dione), COP(OC)(=O)CC(CC(C)(C)C)=O ((4,4-dimethyl-2-oxo-pentyl)-phosphonic acid dimethyl ester), O.NN (hydrazine monohydrate). The product is CC(CC1=NN=C2C3CCC(C2=C1)C3)(C)C ((1SR,8RS)-5-(2,2-Dimethyl-propyl)-3,4-diaza-tricyclo[6.2.1.02,7]undeca-2,4,6,-triene). Reaction SMILES: [CH:1]12[CH2:7][CH:4]([CH2:5][CH2:6]1)[C:3](=O)[C:2]2=O.COP([CH2:16][C:17](=O)[CH2:18][C:19]([CH3:22])([CH3:21])[CH3:20])(=O)OC.O.[NH2:25][NH2:26]>>[CH3:20][C:19]([CH3:22])([CH3:21])[CH2:18][C:17]1[CH:16]=[C:3]2[C:2]([CH:1]3[CH2:7][CH:4]2[CH2:5][CH2:6]3)=[N:26][N:25]=1 |f:2.3|. Procedure details: light-yellow solid. MS (ESI): 217.2 (MH+). Prepared from bicyclo[2.2.1]heptan-2,3-dione, (4,4-dimethyl-2-oxo-pentyl)-phosphonic acid dimethyl ester, hydrazine monohydrate. Reactants: C1CCNCC1, C=CC(=O)Nc1ccc(C(=O)N2CC3(C)CC2CC(C)(C)C3)cc1, CCO. Yields the product CC1(C)CC2CC(C)(CN2C(=O)c2ccc(NC(=O)CCN3CCCCC3)cc2)C1. As a reaction SMILES: [CH2:25]1[CH2:26][CH2:27][NH:28][CH2:29][CH2:30]1.[CH3:1][C:2]12[CH2:3][C:4]([CH3:23])([CH3:24])[CH2:5][CH:6]([N:7]([C:9](=[O:10])[c:11]3[cH:12][cH:13][c:14]([NH:17][C:18]([CH:19]=[CH2:20])=[O:21])[cH:15][cH:16]3)[CH2:8]1)[CH2:22]2.[CH3:31][CH2:32][OH:33]>>[CH3:1][C:2]12[CH2:3][C:4]([CH3:23])([CH3:24])[CH2:5][CH:6]([N:7]([C:9](=[O:10])[c:11]3[cH:12][cH:13][c:14]([NH:17][C:18]([CH2:19][CH2:20][N:28]4[CH2:27][CH2:26][CH2:25][CH2:30][CH2:29]4)=[O:21])[cH:15][cH:16]3)[CH2:8]1)[CH2:22]2. The reactants are B, C=CC(F)(F)C(F)(F)Br, CCCCCC, B1C2CCCC1CCC2, [Na+], C1CCOC1, [OH-], OO. Yields the product OCCC(F)(F)C(F)(F)Br. As a reaction SMILES: [BH3:10].[Br:1][C:2]([C:3]([CH:4]=[CH2:5])([F:6])[F:7])([F:8])[F:9].[CH3:29][CH2:30][CH2:31][CH2:32][CH2:33][CH3:34].[CH:11]12[BH:12][CH:13]([CH2:14][CH2:15][CH2:16]1)[CH2:17][CH2:18][CH2:19]2.[Na+:23].[O:24]1[CH2:25][CH2:26][CH2:27][CH2:28]1.[OH-:22].[OH:20][OH:21]>>[Br:1][C:2]([C:3]([CH2:4][CH2:5][OH:20])([F:6])[F:7])([F:8])[F:9]. The reactants are CC(=O)O[BH-](OC(C)=O)OC(C)=O, ClCCl, COc1cc(N)ccc1F, [Na+], CC(C)(C)OC(=O)N1CCC(=O)CC1. The product is COc1cc(NC2CCN(C(=O)OC(C)(C)C)CC2)ccc1F. As a reaction SMILES: [C:25]([O:26][BH-:27]([O:28][C:29](=[O:30])[CH3:31])[O:32][C:33](=[O:34])[CH3:35])(=[O:36])[CH3:37].[Cl:39][CH2:40][Cl:41].[F:15][c:16]1[c:17]([O:23][CH3:24])[cH:18][c:19]([NH2:20])[cH:21][cH:22]1.[Na+:38].[O:1]=[C:2]1[CH2:3][CH2:4][N:5]([C:8](=[O:9])[O:10][C:11]([CH3:12])([CH3:13])[CH3:14])[CH2:6][CH2:7]1>>[CH:2]1([NH:20][c:19]2[cH:18][c:17]([O:23][CH3:24])[c:16]([F:15])[cH:22][cH:21]2)[CH2:3][CH2:4][N:5]([C:8](=[O:9])[O:10][C:11]([CH3:12])([CH3:13])[CH3:14])[CH2:6][CH2:7]1.